Dataset: the Open Reaction Database (ORD), a public repository of structured organic reaction records. Task: describe an organic reaction: reactants, conditions, products, and yield The reactants are ice, FC(C1=C2C=CNC2=CC=C1C#N)(F)F (4-(trifluoromethyl)-1H-indole-5-carbonitrile), C1CC(=O)N(C1=O)Cl (NCS). Solvent: CN(C)C=O (DMF), CN(C)C=O (DMF). Run at time 1 hour. Yields the product ClC1=CNC2=CC=C(C(=C12)C(F)(F)F)C#N (3-Chloro-4-(trifluoromethyl)-1H-indole-5-carbonitrile). The yield is 80.6%. Reaction SMILES: [F:1][C:2]([F:15])([F:14])[C:3]1[C:11]([C:12]#[N:13])=[CH:10][CH:9]=[C:8]2[C:4]=1[CH:5]=[CH:6][NH:7]2.C1C(=O)N([Cl:23])C(=O)C1>CN(C=O)C>[Cl:23][C:5]1[C:4]2[C:8](=[CH:9][CH:10]=[C:11]([C:12]#[N:13])[C:3]=2[C:2]([F:14])([F:1])[F:15])[NH:7][CH:6]=1. Procedure: To an ice-cold solution of 4-(trifluoromethyl)-1H-indole-5-carbonitrile (0.015 g, 0.071 mmol) in DMF (2 mL), under N2, was added a solution of NCS (0.011 g, 0.079 mmol) in DMF (0.5 mL). The mixture was stirred at rt for 1 h and then heated at 75° C. for 40 min. Upon cooling, the mixture was partitioned between Et2O and 0.1N HCl. The organic phase was washed with water and sat'd brine, dried (Na2SO4), and concentrated in vacuo. The residue was purified by radial chromatography (50-100% CH2Cl2 hex... The reactants are ClC=1C=CC(=C(C1)N1CCNCC1)C (1-(5-chloro-2-methylphenyl)piperazine), ClCCN1C(CC2(CCCC2)CC1=O)=O (8-(2-chloroethyl)-8-azaspiro[4.5]decane-7,9-dione). Conditions: temperature 160 celsius, time 5 hour. Yields the product ClC=1C=CC(=C(C1)N1CCN(CC1)CCN1C(CC2(CCCC2)CC1=O)=O)C (8-{2-[4-(5-Chloro-2-methylphenyl)piperazino]ethyl}-8-azaspiro [4.5]decane-7,9-dione). Isolated yield 49.4%. As a reaction SMILES: [Cl:1][C:2]1[CH:3]=[CH:4][C:5]([CH3:14])=[C:6]([N:8]2[CH2:13][CH2:12][NH:11][CH2:10][CH2:9]2)[CH:7]=1.Cl[CH2:16][CH2:17][N:18]1[C:27](=[O:28])[CH2:26][C:21]2([CH2:25][CH2:24][CH2:23][CH2:22]2)[CH2:20][C:19]1=[O:29]>>[Cl:1][C:2]1[CH:3]=[CH:4][C:5]([CH3:14])=[C:6]([N:8]2[CH2:9][CH2:10][N:11]([CH2:16][CH2:17][N:18]3[C:19](=[O:29])[CH2:20][C:21]4([CH2:25][CH2:24][CH2:23][CH2:22]4)[CH2:26][C:27]3=[O:28])[CH2:12][CH2:13]2)[CH:7]=1. Procedure details: A mixture of 1-(5-chloro-2-methylphenyl)piperazine (20 mg, 0.095 mmol) and 8-(2-chloroethyl)-8-azaspiro[4.5]decane-7,9-dione(20 mg, 0.087 mmol) was heated with stirring at 160° C. for 5 hours. The residue was purified by preparative HPLC (see Example 8 for conditions), giving (after removal of the solvent) the title compound as a pale yellow oil (17.3 mg, 0.043 mmol, 49%): ESI-MS m/z 404 (MH+).